Task: describe an organic reaction: reactants, conditions, products, and yield. Dataset: the Open Reaction Database (ORD), a public repository of structured organic reaction records Reactants: ClC[C@H]1CN(C(O1)=O)C1=CC(=C(C=C1)N1CCOCC1)F ((5R)-5-(chloromethyl)-3-[3-fluoro-4-(4-morpholinyl)phenyl]-2-oxazolidinone), C1(C=2C(C(N1)=O)=CC=CC2)=O.[K] (potassium phthalimide), CN(C=O)C (Dimethyl formamide). Solvent: O (water). RXN SMILES: Cl[CH2:2][C@@H:3]1[O:7][C:6](=[O:8])[N:5]([C:9]2[CH:14]=[CH:13][C:12]([N:15]3[CH2:20][CH2:19][O:18][CH2:17][CH2:16]3)=[C:11]([F:21])[CH:10]=2)[CH2:4]1.[C:22]1(=[O:32])[NH:26][C:25](=[O:27])[C:24]2=[CH:28][CH:29]=[CH:30][CH:31]=[C:23]12.[K].CN(C)C=O>O>[F:21][C:11]1[CH:10]=[C:9]([N:5]2[CH2:4][C@H:3]([CH2:2][N:26]3[C:25](=[O:27])[C:24]4=[CH:28][CH:29]=[CH:30][CH:31]=[C:23]4[C:22]3=[O:32])[O:7][C:6]2=[O:8])[CH:14]=[CH:13][C:12]=1[N:15]1[CH2:20][CH2:19][O:18][CH2:17][CH2:16]1 |f:1.2,^1:32|. Procedure: The mixture of (5R)-5-(chloromethyl)-3-[3-fluoro-4-(4-morpholinyl)phenyl]-2-oxazolidinone (60 g), potassium phthalimide (40 g) and Dimethyl formamide (400 ml) is heated for 5 hours at reflux temperature. The reaction mixture is cooled to ambient temperature, poured in to 2 L water and filtered the solid to give 50 gm (S)-N-[[3-[3-Fluoro-4-[4-morpholinyl]phenyl]-2-oxo-5-oxazolidinyl]methyl]phthalimide. Isolated yield 61.7%. Product: FC=1C=C(C=CC1N1CCOCC1)N1C(O[C@H](C1)CN1C(C=2C(C1=O)=CC=CC2)=O)=O ((S)-N-[[3-[3-Fluoro-4-[4-morpholinyl]phenyl]-2-oxo-5-oxazolidinyl]methyl]phthalimide).